This data is from the Open Reaction Database (ORD), a public repository of structured organic reaction records. The task is: describe an organic reaction: reactants, conditions, products, and yield The reactants are FC(C=1C=C(C=C(C1)C(F)(F)F)[C@@H](C)N(C(=O)N1[C@H](C[C@]2(CC[C@@H](N2)C(=O)N)CC1)C1=C(C=C(C=C1)F)C)C)(F)F ((2R,5S,7R)—N8-{(1R)-1-[3,5-bis(trifluoromethyl)phenyl]ethyl}-7-(4-fluoro-2-methylphenyl)-N8-methyl-1,8-diazaspiro[4.5]decane-2,8-dicarboxamide), Cl (HCl). Run in C(C)OCC (Diethyl ether), C(C)OCC (Diethyl ether). Run at time 30 minute. Product: Cl.FC(C=1C=C(C=C(C1)C(F)(F)F)[C@@H](C)N(C(=O)N1[C@H](C[C@]2(CC[C@@H](N2)C(=O)N)CC1)C1=C(C=C(C=C1)F)C)C)(F)F ((2R,5S,7R)—N8-{(1R)-1-[3,5-bis(trifluoromethyl)phenyl]ethyl}-7-(4-fluoro-2-methylphenyl)-N8-methyl-1,8-diazaspiro[4.5]decane-2,8-dicarboxamide hydrochloride). As a reaction SMILES: [F:1][C:2]([F:41])([F:40])[C:3]1[CH:4]=[C:5]([C@H:13]([N:15]([CH3:39])[C:16]([N:18]2[CH2:30][CH2:29][C@:21]3([NH:25][C@@H:24]([C:26]([NH2:28])=[O:27])[CH2:23][CH2:22]3)[CH2:20][C@@H:19]2[C:31]2[CH:36]=[CH:35][C:34]([F:37])=[CH:33][C:32]=2[CH3:38])=[O:17])[CH3:14])[CH:6]=[C:7]([C:9]([F:12])([F:11])[F:10])[CH:8]=1.[ClH:42]>C(OCC)C>[ClH:42].[F:41][C:2]([F:1])([F:40])[C:3]1[CH:4]=[C:5]([C@H:13]([N:15]([CH3:39])[C:16]([N:18]2[CH2:30][CH2:29][C@:21]3([NH:25][C@@H:24]([C:26]([NH2:28])=[O:27])[CH2:23][CH2:22]3)[CH2:20][C@@H:19]2[C:31]2[CH:36]=[CH:35][C:34]([F:37])=[CH:33][C:32]=2[CH3:38])=[O:17])[CH3:14])[CH:6]=[C:7]([C:9]([F:10])([F:11])[F:12])[CH:8]=1 |f:3.4|. Procedure: To a cold (0° C.) solution of (2R,5S,7R)—N8-{(1R)-1-[3,5-bis(trifluoromethyl)phenyl]ethyl}-7-(4-fluoro-2-methylphenyl)-N8-methyl-1,8-diazaspiro[4.5]decane-2,8-dicarboxamide (Example 3, 16.9 mg) in Diethyl ether (1 mL) was added dropwise 1N HCl in Diethyl ether (0.039 mL, 0.039 mmol) and the reaction mixture was stirred for 30 mins. The solvent was evaporated to dryness to give the title compound (18.1 mg) as a white solid. Procedure: With stirring, 1.6 g (93.8 mmol) of ammonia gas were, at 0° C., introduced into a mixture of 18 g (44.6 mmol) of 2-chloro-5-[3,6-dihydro-3-methyl-2,6-dioxo-4-trifluoromethyl-(2H)-pyrimidin-1-yl]-benzenesulfonylchloride in tetrahydrofuran (THF). Then, at 10° C., ethyl acetate was added and the mixture was acidified with 1N hydrochloric acid. The phases were separated and the aqueous phase was extracted, and the combined organic phases were then washed, dried and the solvent was removed. Customary... Solvent: O1CCCC1 (tetrahydrofuran). Product: ClC1=C(C=C(C=C1)N1C(N(C(=CC1=O)C(F)(F)F)C)=O)S(=O)(=O)N (2-Chloro-5-[3,6-dihydro-3-methyl-2,6-dioxo-4-trifluoromethyl-(2H)-pyrimidin-1-yl]-benzenesulfonamide). As a reaction SMILES: [NH3:1].[Cl:2][C:3]1[CH:8]=[CH:7][C:6]([N:9]2[C:14](=[O:15])[CH:13]=[C:12]([C:16]([F:19])([F:18])[F:17])[N:11]([CH3:20])[C:10]2=[O:21])=[CH:5][C:4]=1[S:22](Cl)(=[O:24])=[O:23].C(OCC)(=O)C.Cl>O1CCCC1>[Cl:2][C:3]1[CH:8]=[CH:7][C:6]([N:9]2[C:14](=[O:15])[CH:13]=[C:12]([C:16]([F:19])([F:18])[F:17])[N:11]([CH3:20])[C:10]2=[O:21])=[CH:5][C:4]=1[S:22]([NH2:1])(=[O:24])=[O:23]. The reactants are N (ammonia), ClC1=C(C=C(C=C1)N1C(N(C(=CC1=O)C(F)(F)F)C)=O)S(=O)(=O)Cl (2-chloro-5-[3,6-dihydro-3-methyl-2,6-dioxo-4-trifluoromethyl-(2H)-pyrimidin-1-yl]-benzenesulfonylchloride), Cl (hydrochloric acid), C(C)(=O)OCC (ethyl acetate).